From a dataset of the Open Reaction Database (ORD), a public repository of structured organic reaction records. describe an organic reaction: reactants, conditions, products, and yield The reactants are COC1=NS(N=C1OC)(=O)=O (3,4-dimethoxy-1,2,5-thiadiazole-1,1-dioxide), CN(CC#CCCCN)C (6-(dimethylamino)hex-4ynylamine). Yields the product COC1=NS(N=C1NCCCC#CCN(C)C)(=O)=O (3-methoxy-4-[6-dimethylaminohex-4-ynylamino]-1,2,5-thiadiazole-1,1-dioxide). Reaction SMILES: [CH3:1][O:2][C:3]1[C:7](OC)=[N:6][S:5](=[O:11])(=[O:10])[N:4]=1.[CH3:12][N:13]([CH3:21])[CH2:14][C:15]#[C:16][CH2:17][CH2:18][CH2:19][NH2:20]>>[CH3:1][O:2][C:3]1[C:7]([NH:20][CH2:19][CH2:18][CH2:17][C:16]#[C:15][CH2:14][N:13]([CH3:21])[CH3:12])=[N:6][S:5](=[O:11])(=[O:10])[N:4]=1. Reported procedure: In a similar manner to Example 1, 3,4-dimethoxy-1,2,5-thiadiazole-1,1-dioxide (1.0 g) and 6-(dimethylamino)hex-4ynylamine (0.79 g) were reacted to give a solution of 3-methoxy-4-[6-dimethylaminohex-4-ynylamino]-1,2,5-thiadiazole-1,1-dioxide. Reaction with ammonia and purification as in Example 1 gave the title compound (0.62 g), m.p. 183°-5° C. (recrystallisation from acetonitrile). The reactants are ClC1=C2NC=NC2=NC=N1 (6-chloropurine), C(CCCCCC)O (Heptanol), [H-].[Na+] (sodium hydride), oil. Run in O1CCCC1 (tetrahydrofuran). Yields the product C(CCCCCC)OC1=C2NC=NC2=NC=N1 (6-heptyloxypurine). Isolated yield 76.6%. Reaction SMILES: [CH2:1]([OH:8])[CH2:2][CH2:3][CH2:4][CH2:5][CH2:6][CH3:7].[H-].[Na+].Cl[C:12]1[N:20]=[CH:19][N:18]=[C:17]2[C:13]=1[NH:14][CH:15]=[N:16]2>O1CCCC1>[CH2:1]([O:8][C:12]1[N:20]=[CH:19][N:18]=[C:17]2[C:13]=1[NH:14][CH:15]=[N:16]2)[CH2:2][CH2:3][CH2:4][CH2:5][CH2:6][CH3:7] |f:1.2|. Reported procedure: Heptanol (45.02 g, 0.388 mol) was added to a stirred suspension of a 60% dispersion of sodium hydride in oil (16.62 g, 0.416 mol) in dry tetrahydrofuran (350 ml) under an atmosphere of nitrogen. After gas evolution had ceased (about 1 h), 6-chloropurine (16.04 g, 0.104 mol) was added. The reaction began to foam and more gas was evolved. When gas evolution had ceased (about 0.75 h) the reaction was heated at reflux for 3 h then the solvent was removed in vacuo. The residual oily solid was suspend... Starting materials: CCO, COC(=O)c1ccc(C2(NC(=O)c3cccc4c3N(Cc3ccc(Cl)c(Cl)c3)CC4)CC2)cc1, [K+], [OH-]. Product: O=C([O-])c1ccc(C2(NC(=O)c3cccc4c3N(Cc3ccc(Cl)c(Cl)c3)CC4)CC2)cc1, [K+]. RXN SMILES: [CH3:37][CH2:38][OH:39].[Cl:1][c:2]1[cH:3][c:4]([CH2:5][N:6]2[CH2:7][CH2:8][c:9]3[cH:10][cH:11][cH:12][c:13]([C:15](=[O:16])[NH:17][C:18]4([c:21]5[cH:22][cH:23][c:24]([C:25](=[O:26])[O:27][CH3:28])[cH:29][cH:30]5)[CH2:19][CH2:20]4)[c:14]32)[cH:31][cH:32][c:33]1[Cl:34].[K+:36].[OH-:35]>>[Cl:1][c:2]1[cH:3][c:4]([CH2:5][N:6]2[CH2:7][CH2:8][c:9]3[cH:10][cH:11][cH:12][c:13]([C:15](=[O:16])[NH:17][C:18]4([c:21]5[cH:22][cH:23][c:24]([C:25](=[O:26])[O-:27])[cH:29][cH:30]5)[CH2:19][CH2:20]4)[c:14]32)[cH:31][cH:32][c:33]1[Cl:34].[K+:36]. Reactants: BrC=1N=CNC1 (4-bromo-1H-imidazole), FC(C1=CC=C(C=C1)B(O)O)(F)F (4-(trifluoromethyl)phenylboronic acid), CC1(OB(OC1(C)C)C=1C=CC2=C(C[C@H]3CC[C@@H](C2)[C@@]32NS(N(C2)CC(F)(F)F)(=O)=O)C1)C ([6S,9R,11R] 2′,3′,4′,5,5′,6,7,8,9,10-Decahydro-2-(4,4,5,5-tetramethyl-[1,3,2]-dioxaborolan-2-yl)-5′-(2,2,2-trifluoroethyl)spiro[6,9-methanobenzocyclooctene-11,3′-[1,2,5]thiadiazole] 1′,1′-dioxide). Solvent: CS(=O)C (DMSO). The product is FC(C1=CC=C(C=C1)N1C=NC(=C1)C=1C=CC2=C(C[C@H]3CC[C@@H](C2)[C@@]32NS(N(C2)CC(F)(F)F)(=O)=O)C1)(F)F ([6S,9R,11R] 2′,3′,4′,5,5′,6,7,8,9,10-Decahydro-2-(1-(4-(trifluoromethyl)phenyl)-imidazol-4-yl)-5′-(2,2,2-trifluoroethyl)-spiro[6,9-methanobenzocyclooctene-11,3′-[1,2,5]thiadiazole] 1′,1′-dioxide). Reaction SMILES: Br[C:2]1[N:3]=[CH:4][NH:5][CH:6]=1.[F:7][C:8]([F:19])([F:18])[C:9]1[CH:14]=[CH:13][C:12](B(O)O)=[CH:11][CH:10]=1.CC1(C)C(C)(C)OB([C:28]2[CH:29]=[CH:30][C:31]3[CH2:38][C@H:37]4[C@:39]5([CH2:43][N:42]([CH2:44][C:45]([F:48])([F:47])[F:46])[S:41](=[O:50])(=[O:49])[NH:40]5)[C@H:34]([CH2:35][CH2:36]4)[CH2:33][C:32]=3[CH:51]=2)O1>CS(C)=O>[F:7][C:8]([F:19])([F:18])[C:9]1[CH:14]=[CH:13][C:12]([N:5]2[CH:6]=[C:2]([C:28]3[CH:29]=[CH:30][C:31]4[CH2:38][C@H:37]5[C@:39]6([CH2:43][N:42]([CH2:44][C:45]([F:48])([F:47])[F:46])[S:41](=[O:49])(=[O:50])[NH:40]6)[C@H:34]([CH2:35][CH2:36]5)[CH2:33][C:32]=4[CH:51]=3)[N:3]=[CH:4]2)=[CH:11][CH:10]=1. Procedure: Prepared from 4-bromo-1H-imidazole, 4-(trifluoromethyl)phenylboronic acid and homochiral boronate from Example 24 Step 1 following the procedures in Example 76 Steps 1 and 2. δ (1H, 360 MHz, DMSO) 1.08-1.11 (2H, m), 1.67-1.75 (2H, m), 2.35-2.38 (2H, m), 2.56-2.70 (2H, m), 3.15-3.20 (2H, m), 3.46 (2H, s), 4.00-4.05 (2H, m), 7.15 (1H, d, J=7.2 Hz), 7.56-7.62 (2H, m), 7.90-8.05 (4H, m), 8.36 (1H, s), 8.49 (1H, s). MS (ES+) 571 ([MH]+).